Dataset: the Open Reaction Database (ORD), a public repository of structured organic reaction records. Task: describe an organic reaction: reactants, conditions, products, and yield Reactants: [OH-].[Na+] (sodium hydroxide), CC(C(=O)C1=CC=C(C=C1)N1CCCCC1)C (2-methyl-1-(4-piperidinophenyl)-propan-1-one), BrBr (bromine), ClS(=O)(=O)O (chlorosulfonic acid). Solvent: C(C)(=O)O (acetic acid). Run at time 1 hour. The product is BrC(C(=O)C1=CC=C(C=C1)N1CCCCC1)(C)C (2-Bromo-2-methyl-1-(4-piperidinophenyl)-propan-1-one). RXN SMILES: [CH3:1][CH:2]([CH3:17])[C:3]([C:5]1[CH:10]=[CH:9][C:8]([N:11]2[CH2:16][CH2:15][CH2:14][CH2:13][CH2:12]2)=[CH:7][CH:6]=1)=[O:4].ClS(O)(=O)=O.[Br:23]Br.[OH-].[Na+]>C(O)(=O)C>[Br:23][C:2]([CH3:17])([CH3:1])[C:3]([C:5]1[CH:10]=[CH:9][C:8]([N:11]2[CH2:16][CH2:15][CH2:14][CH2:13][CH2:12]2)=[CH:7][CH:6]=1)=[O:4] |f:3.4|. Procedure: 34.70 g (0.15 mol) of 2-methyl-1-(4-piperidinophenyl)-propan-1-one are dissolved in 200 ml of glacial acetic acid. 0.58 g (5.0 mmol) of chlorosulfonic acid (corresponding to 0.33 ml) are added as catalyst. 24.0 g (0.15 mol) of bromine are then added dropwise at room temperature with thorough stirring in the course of approximately one hour. The solution is then poured onto ice and is brought to about pH 6 with dilute sodium hydroxide solution. The precipitated crystals are extracted with toluene...